Dataset: the Open Reaction Database (ORD), a public repository of structured organic reaction records. Task: describe an organic reaction: reactants, conditions, products, and yield Starting materials: CC(C)(C)[Si](C)(C)OCCCCc1cccc(NC(N)=O)c1, C1CCOC1, O=C(O)C(F)(F)F. Yields the product NC(=O)Nc1cccc(CCCCO)c1. RXN SMILES: [C:1]([Si:2]([CH3:3])([CH3:4])[O:6][CH2:7][CH2:8][CH2:9][CH2:10][c:11]1[cH:12][c:13]([NH:17][C:18](=[O:19])[NH2:20])[cH:14][cH:15][cH:16]1)([CH3:5])([CH3:21])[CH3:22].[CH2:30]1[O:31][CH2:32][CH2:33][CH2:34]1.[F:23][C:24]([F:25])([F:26])[C:27]([OH:28])=[O:29]>>[OH:6][CH2:7][CH2:8][CH2:9][CH2:10][c:11]1[cH:12][c:13]([NH:17][C:18](=[O:19])[NH2:20])[cH:14][cH:15][cH:16]1. Reactants: COC=1C=C(C(=O)N2CC(CC2)(CCO)C2=CC=CC=C2)C=C(C1OC)OC (1-(3,4,5-trimethoxybenzoyl)-3-phenyl-3-(2-hydroxyethyl)pyrrolidine), C(C)(C)N(CC)C(C)C (diisopropylethylamine), CS(=O)(=O)Cl (methanesulfonyl chloride). Solvent: ClCCl (dichloromethane), ClCCl (dichloromethane). Reaction conditions: temperature 0 celsius, time 2 hour. The product is COC=1C=C(C(=O)N2CC(CC2)(CCOS(=O)(=O)C)C2=CC=CC=C2)C=C(C1OC)OC (1-(3,4,5-trimethoxybenzoyl)-3-phenyl-3-(2-methanesulfonyloxyethyl)pyrrolidine). As a reaction SMILES: [CH3:1][O:2][C:3]1[CH:4]=[C:5]([CH:22]=[C:23]([O:27][CH3:28])[C:24]=1[O:25][CH3:26])[C:6]([N:8]1[CH2:12][CH2:11][C:10]([C:16]2[CH:21]=[CH:20][CH:19]=[CH:18][CH:17]=2)([CH2:13][CH2:14][OH:15])[CH2:9]1)=[O:7].C(N(C(C)C)CC)(C)C.[CH3:38][S:39](Cl)(=[O:41])=[O:40]>ClCCl>[CH3:28][O:27][C:23]1[CH:22]=[C:5]([CH:4]=[C:3]([O:2][CH3:1])[C:24]=1[O:25][CH3:26])[C:6]([N:8]1[CH2:12][CH2:11][C:10]([C:16]2[CH:17]=[CH:18][CH:19]=[CH:20][CH:21]=2)([CH2:13][CH2:14][O:15][S:39]([CH3:38])(=[O:41])=[O:40])[CH2:9]1)=[O:7]. Procedure details: Combine 1-(3,4,5-trimethoxybenzoyl)-3-phenyl-3-(2-hydroxyethyl)pyrrolidine (0.5 g, 1.3 mmol), diisopropylethylamine (0.5 mL, 2.9 mmol), and anhydrous dichloromethane (17 mL). Cool to 0° C. using an ice bath. Add methanesulfonyl chloride (201 mg, 1.36 mmol). After 2 hours, dilute the reaction mixture with dichloromethane and extract with a saturated solution of sodium bicarbonate. Dry the organic layer over Na2SO4, filter, and concentrate in vacuo to give the title compound: Rf=0.26 (silica gel, ... Reactants: CCOC(C)=O, CCOC(=O)Cl, O=C(CSCCO)NCC=CCOc1cc(CN2CCCCC2)ccn1, O=C(O)C1CCCCC1. Product: O=C(CSCCOC(=O)C1CCCCC1)NCC=CCOc1cc(CN2CCCCC2)ccn1. As a reaction SMILES: [CH3:42][CH2:43][O:44][C:45](=[O:46])[CH3:47].[Cl:1][C:2]([O:3][CH2:4][CH3:5])=[O:6].[N:16]1([CH2:22][c:23]2[cH:24][c:25]([O:29][CH2:30][CH:31]=[CH:32][CH2:33][NH:34][C:35]([CH2:36][S:37][CH2:38][CH2:39][OH:40])=[O:41])[n:26][cH:27][cH:28]2)[CH2:17][CH2:18][CH2:19][CH2:20][CH2:21]1.[OH:7][C:8](=[O:9])[CH:10]1[CH2:11][CH2:12][CH2:13][CH2:14][CH2:15]1>>[O:7]=[C:8]([O:9][CH2:39][CH2:38][S:37][CH2:36][C:35]([NH:34][CH2:33][CH:32]=[CH:31][CH2:30][O:29][c:25]1[cH:24][c:23]([CH2:22][N:16]2[CH2:17][CH2:18][CH2:19][CH2:20][CH2:21]2)[cH:28][cH:27][n:26]1)=[O:41])[CH:10]1[CH2:11][CH2:12][CH2:13][CH2:14][CH2:15]1. Starting materials: CCn1c(=N)c(-c2c(Cl)cccc2Br)cc2cnc(Nc3ccccc3)nc21, CC(=O)OC(C)=O, Cl, O. Yields the product CCn1c(=O)c(-c2c(Cl)cccc2Br)cc2cnc(Nc3ccccc3)nc21. Reaction SMILES: [Br:1][c:2]1[c:3](-[c:9]2[cH:10][c:11]3[c:12]([n:13][c:14]([NH:17][c:18]4[cH:19][cH:20][cH:21][cH:22][cH:23]4)[n:15][cH:16]3)[n:24]([CH2:27][CH3:28])[c:25]2=[NH:26])[c:4]([Cl:8])[cH:5][cH:6][cH:7]1.[CH3:29][C:30](=[O:31])[O:32][C:33](=[O:34])[CH3:35].[ClH:36].[OH2:37]>>[Br:1][c:2]1[c:3](-[c:9]2[cH:10][c:11]3[c:12]([n:13][c:14]([NH:17][c:18]4[cH:19][cH:20][cH:21][cH:22][cH:23]4)[n:15][cH:16]3)[n:24]([CH2:27][CH3:28])[c:25]2=[O:31])[c:4]([Cl:8])[cH:5][cH:6][cH:7]1. The reactants are N1C(=CC2=CC=CC=C12)C(=O)OC (Methyl 1H-indole-2-carboxylate), C([O-])([O-])=O.[Cs+].[Cs+] (cesium carbonate), CS(=O)(=O)OCCCCOC (4-methoxybutyl methanesulfonate). Solvent: CC(=O)N(C)C (DMA). Conditions: temperature 60 celsius, time 4 hour. Yields the product COCCCCN1C(=CC2=CC=CC=C12)C(=O)O (1-(4-methoxybutyl)-1H-indole-2-carboxylic acid). The yield is 81.4%. RXN SMILES: [NH:1]1[C:9]2[C:4](=[CH:5][CH:6]=[CH:7][CH:8]=2)[CH:3]=[C:2]1[C:10]([O:12]C)=[O:11].C(=O)([O-])[O-].[Cs+].[Cs+].CS(O[CH2:25][CH2:26][CH2:27][CH2:28][O:29][CH3:30])(=O)=O>CC(N(C)C)=O>[CH3:30][O:29][CH2:28][CH2:27][CH2:26][CH2:25][N:1]1[C:9]2[C:4](=[CH:5][CH:6]=[CH:7][CH:8]=2)[CH:3]=[C:2]1[C:10]([OH:12])=[O:11] |f:1.2.3|. Procedure details: Methyl 1H-indole-2-carboxylate (0.67 g), cesium carbonate (1.9 g) and 4-methoxybutyl methanesulfonate (0.70 g) were suspended in DMA (20 ml), and the suspension was stirred at 60° C. for 4 hr. The reaction mixture was concentrated under reduced pressure, the residue was diluted with water, and the mixture was extracted with ethyl acetate. The extract was washed with saturated brine, dried over anhydrous magnesium sulfate and concentrated under reduced pressure. The obtained residue was subjected... Reactants: COC(C1=CC=C(C=C1)O)=O (4-hydroxybenzoic acid methylester), C(C)C(CCl)CCCC (2-ethylhexylchloride), C[O-].[Na+] (sodium methylate). Run in CN(C=O)C (dimethyl formamide). Yields the product COC(C1=CC=C(C=C1)OCC(CCCC)CC)=O (4-(2-ethylhexyloxy)benzoic acid methylester). As a reaction SMILES: [CH3:1][O:2][C:3](=[O:11])[C:4]1[CH:9]=[CH:8][C:7]([OH:10])=[CH:6][CH:5]=1.[CH2:12]([CH:14]([CH2:17][CH2:18][CH2:19][CH3:20])[CH2:15]Cl)[CH3:13].C[O-].[Na+]>CN(C)C=O>[CH3:1][O:2][C:3](=[O:11])[C:4]1[CH:9]=[CH:8][C:7]([O:10][CH2:15][CH:14]([CH2:12][CH3:13])[CH2:17][CH2:18][CH2:19][CH3:20])=[CH:6][CH:5]=1 |f:2.3|. Procedure details: A mixture of 51.7 g (0.34 mol) of 4-hydroxybenzoic acid methylester, 500 ml of dimethyl formamide, 60 g (0.40 mol) of 2-ethylhexylchloride and 21.8 g (0.40 mol) of sodium methylate was heated for 7 hours to boiling temperature and, after cooling and removal of the sodium chloride by filtration, was evaporated to dryness under reduced pressure. The residue was dissolved in methylene chloride and chromatographed (eluent: methylene chloride) on silica gel (Merck) to yield 43 g (48% of the theoretic...